From a dataset of the Open Reaction Database (ORD), a public repository of structured organic reaction records. describe an organic reaction: reactants, conditions, products, and yield Reactants: CC(C)(C)OC(=O)N1CCC(Oc2cccc(N=C(c3ccccc3)c3ccccc3)c2)CC1, CC(=O)[O-], CO, ClCCl, Cl, NO, [Na+]. Yields the product CC(C)(C)OC(=O)N1CCC(Oc2cccc(N)c2)CC1. RXN SMILES: [C:9]([CH3:10])([CH3:11])([CH3:12])[O:13][C:14](=[O:15])[N:16]1[CH2:17][CH2:18][CH:19]([O:22][c:23]2[cH:24][c:25]([N:29]=[C:30]([c:31]3[cH:32][cH:33][cH:34][cH:35][cH:36]3)[c:37]3[cH:38][cH:39][cH:40][cH:41][cH:42]3)[cH:26][cH:27][cH:28]2)[CH2:20][CH2:21]1.[CH3:2][C:3](=[O:4])[O-:5].[CH3:43][OH:44].[Cl:45][CH2:46][Cl:47].[ClH:6].[NH2:7][OH:8].[Na+:1]>>[C:9]([CH3:10])([CH3:11])([CH3:12])[O:13][C:14](=[O:15])[N:16]1[CH2:17][CH2:18][CH:19]([O:22][c:23]2[cH:24][c:25]([NH2:29])[cH:26][cH:27][cH:28]2)[CH2:20][CH2:21]1. Starting materials: CCCC(=O)Nc1nn(COCC[Si](C)(C)C)c2cc(Cl)c(Br)cc12, [Na+], [Na+], O=C([O-])[O-], C1COCCO1, O, OB(O)c1ccc(F)cc1, c1ccc(P(c2ccccc2)(c2ccccc2)[Pd](P(c2ccccc2)(c2ccccc2)c2ccccc2)(P(c2ccccc2)(c2ccccc2)c2ccccc2)P(c2ccccc2)(c2ccccc2)c2ccccc2)cc1. Product: CCCC(=O)Nc1nn(COCC[Si](C)(C)C)c2cc(Cl)c(-c3ccc(F)cc3)cc12. RXN SMILES: [Br:17][c:18]1[cH:19][c:20]2[c:21]([NH:36][C:37]([CH2:38][CH2:39][CH3:40])=[O:41])[n:22][n:23]([CH2:28][O:29][CH2:30][CH2:31][Si:32]([CH3:33])([CH3:34])[CH3:35])[c:24]2[cH:25][c:26]1[Cl:27].[Na+:11].[Na+:12].[O-:13][C:14](=[O:15])[O-:16].[O:43]1[CH2:44][CH2:45][O:46][CH2:47][CH2:48]1.[OH2:42].[OH:1][B:2]([OH:3])[c:4]1[cH:5][cH:6][c:7]([F:8])[cH:9][cH:10]1.[cH:49]1[cH:50][cH:51][c:52]([P:53]([Pd:54]([P:55]([c:56]2[cH:57][cH:58][cH:59][cH:60][cH:61]2)([c:62]2[cH:63][cH:64][cH:65][cH:66][cH:67]2)[c:68]2[cH:69][cH:70][cH:71][cH:72][cH:73]2)([P:74]([c:75]2[cH:76][cH:77][cH:78][cH:79][cH:80]2)([c:81]2[cH:82][cH:83][cH:84][cH:85][cH:86]2)[c:87]2[cH:88][cH:89][cH:90][cH:91][cH:92]2)[P:93]([c:94]2[cH:95][cH:96][cH:97][cH:98][cH:99]2)([c:100]2[cH:101][cH:102][cH:103][cH:104][cH:105]2)[c:106]2[cH:107][cH:108][cH:109][cH:110][cH:111]2)([c:112]2[cH:113][cH:114][cH:115][cH:116][cH:117]2)[c:118]2[cH:119][cH:120][cH:121][cH:122][cH:123]2)[cH:124][cH:125]1>>[c:4]1(-[c:18]2[cH:19][c:20]3[c:21]([NH:36][C:37]([CH2:38][CH2:39][CH3:40])=[O:41])[n:22][n:23]([CH2:28][O:29][CH2:30][CH2:31][Si:32]([CH3:33])([CH3:34])[CH3:35])[c:24]3[cH:25][c:26]2[Cl:27])[cH:5][cH:6][c:7]([F:8])[cH:9][cH:10]1. Reaction SMILES: [CH3:1][C:2]1([CH3:31])[CH:3]([C:7](=[O:8])[NH:9][c:10]2[c:11]([C:26](=[O:27])[O:28][CH2:29][CH3:30])[c:12]3[c:13]([s:25]2)[CH2:14][N:15]([C:18](=[O:19])[O:20][C:21]([CH3:22])([CH3:23])[CH3:24])[CH2:16][CH2:17]3)[C:4]1([CH3:5])[CH3:6].[CH3:32][O:33][CH2:34][CH2:35][NH2:36]>>[CH3:1][C:2]1([CH3:31])[CH:3]([C:7](=[O:8])[NH:9][c:10]2[c:11]([C:26](=[O:27])[NH:36][CH2:35][CH2:34][O:33][CH3:32])[c:12]3[c:13]([s:25]2)[CH2:14][N:15]([C:18](=[O:19])[O:20][C:21]([CH3:22])([CH3:23])[CH3:24])[CH2:16][CH2:17]3)[C:4]1([CH3:5])[CH3:6]. Yields the product COCCNC(=O)c1c(NC(=O)C2C(C)(C)C2(C)C)sc2c1CCN(C(=O)OC(C)(C)C)C2. Reactants: CCOC(=O)c1c(NC(=O)C2C(C)(C)C2(C)C)sc2c1CCN(C(=O)OC(C)(C)C)C2, COCCN. Starting materials: ClC1=CC=C(C=C1)NC1=NC(=NC=C1)N1N=C2C=C(C=CC2=C1)[N+](=O)[O-] ((4-Chloro-phenyl)-[2-(6-nitro-indazol-2-yl)-pyrimidin-4-yl]-amine), C(C)(=O)OC(C)=O (acetic anhydride). Reagents/catalysts: [Fe] (iron). The solvent is C(C)(=O)O (acetic acid). Run at temperature 100 celsius. Product: ClC1=CC=C(C=C1)NC1=NC(=NC=C1)N1N=C2C=C(C=CC2=C1)NC(C)=O (N-{2-[4-(4-chloro-phenylamino)-pyrimidin-2-yl]-2H-indazol-6-yl}-acetamide). Isolated yield 6.0%. Reaction SMILES: [Cl:1][C:2]1[CH:7]=[CH:6][C:5]([NH:8][C:9]2[CH:14]=[CH:13][N:12]=[C:11]([N:15]3[CH:23]=[C:22]4[C:17]([CH:18]=[C:19]([N+:24]([O-])=O)[CH:20]=[CH:21]4)=[N:16]3)[N:10]=2)=[CH:4][CH:3]=1.[C:27](OC(=O)C)(=[O:29])[CH3:28]>C(O)(=O)C.[Fe]>[Cl:1][C:2]1[CH:7]=[CH:6][C:5]([NH:8][C:9]2[CH:14]=[CH:13][N:12]=[C:11]([N:15]3[CH:23]=[C:22]4[C:17]([CH:18]=[C:19]([NH:24][C:27](=[O:29])[CH3:28])[CH:20]=[CH:21]4)=[N:16]3)[N:10]=2)=[CH:4][CH:3]=1. Procedure: (4-Chloro-phenyl)-[2-(6-nitro-indazol-2-yl)-pyrimidin-4-yl]-amine (500 mg, 1.36 mmol) and iron powder (152 mg, 2.73 mmol) was suspended in acetic anhydride (10 mL) and acetic acid (10 mL). The reaction mixture was heated to 100° C. over night and concentrated in vacuo. Water (30 mL) was added followed by extraction with chloroform (3×30 mL). The combined organic layers were washed with water and brine, dried over anhydrous sodium sulphate, filtrated and concentrated in vacuo to give the crude pr... Starting materials: BrC1=CC=C(C=C1)S(=O)(=O)Cl (4-bromobenzenesulfonyl chloride), CC(C)[C@@](C)(C(=O)O)N (L-α-methyl-valine), CC(C(N)C(=O)O)C1=CC=CC=C1 (β-methyl-DL-phenylalanine), ClC1=CC=C(C=C1)S(=O)(=O)Cl (4-chlorobenzenesulfonyl chloride), N[C@H]([C@H](C)CC)C(=O)O (D-isoleucine), N[C@@H]([C@H](C)CC)C(=O)O (L-allo-isoleucine). The product is BrC1=CC=C(C=C1)S(=O)(=O)N[C@H]([C@@H](CC)C)CO (4-Bromo-N-[(1R,2R)-1-(hydroxymethyl)-2-methylbutyl]benzenesulfonamide). RXN SMILES: [Br:1][C:2]1[CH:7]=[CH:6][C:5]([S:8](Cl)(=[O:10])=[O:9])=[CH:4][CH:3]=1.ClC1C=CC(S(Cl)(=O)=O)=CC=1.[NH2:23][C@@H:24]([C:29](O)=[O:30])[C@@H:25]([CH2:27][CH3:28])[CH3:26].CC([C@](N)(C(O)=O)C)C.CC(C1C=CC=CC=1)C(C(O)=O)N.N[C@H](C(O)=O)[C@@H](CC)C>>[Br:1][C:2]1[CH:7]=[CH:6][C:5]([S:8]([NH:23][C@@H:24]([CH2:29][OH:30])[C@H:25]([CH3:26])[CH2:27][CH3:28])(=[O:10])=[O:9])=[CH:4][CH:3]=1. Procedure details: The following compounds (Examples 33–39, Table 5) were prepared using 4-bromobenzenesulfonyl chloride, and 4-chlorobenzenesulfonyl chloride, with D-isoleucine, L-α-methyl-valine, β-methyl-DL-phenylalanine, and L-allo-isoleucine and following the procedure outlined in Example 33. This procedure is outlined in the following Scheme. Isolated yield 80.0%. Run in O1CCOCC1 (1,4-dioxane), O1CCOCC1 (1,4-dioxane). Reactants: C(C)(C)(C)OC(=O)N(CC(=O)O)[C@@H]1CCC2=C(C=CC=C12)C=1SC(=NN1)C1=CC(=C(C=C1)OC(C)C)C#N ((R)-2-((tert-butoxycarbonyl)(4-(5-(3-cyano-4-isopropoxyphenyl)-1,3,4-thiadiazol-2-yl)-2,3-dihydro-1H-inden-1-yl)amino)acetic acid), Cl (HCl). Run at temperature 50 celsius, time 2 hour. RXN SMILES: C(OC([N:8]([C@H:13]1[C:21]2[C:16](=[C:17]([C:22]3[S:23][C:24]([C:27]4[CH:32]=[CH:31][C:30]([O:33][CH:34]([CH3:36])[CH3:35])=[C:29]([C:37]#[N:38])[CH:28]=4)=[N:25][N:26]=3)[CH:18]=[CH:19][CH:20]=2)[CH2:15][CH2:14]1)[CH2:9][C:10]([OH:12])=[O:11])=O)(C)(C)C.Cl>O1CCOCC1>[C:37]([C:29]1[CH:28]=[C:27]([C:24]2[S:23][C:22]([C:17]3[CH:18]=[CH:19][CH:20]=[C:21]4[C:16]=3[CH2:15][CH2:14][C@H:13]4[NH:8][CH2:9][C:10]([OH:12])=[O:11])=[N:26][N:25]=2)[CH:32]=[CH:31][C:30]=1[O:33][CH:34]([CH3:36])[CH3:35])#[N:38]. Product: C(#N)C=1C=C(C=CC1OC(C)C)C1=NN=C(S1)C1=C2CC[C@H](C2=CC=C1)NCC(=O)O ((R)-2-((4-(5-(3-cyano-4-isopropoxyphenyl)-1,3,4-thiadiazol-2-yl)-2,3-dihydro-1H-inden-1-yl)amino)acetic acid). Reported procedure: To a stirred solution of (R)-2-((tert-butoxycarbonyl)(4-(5-(3-cyano-4-isopropoxyphenyl)-1,3,4-thiadiazol-2-yl)-2,3-dihydro-1H-inden-1-yl)amino)acetic acid (20 mg, 0.03) mmol in 1,4-dioxane (0.5 mL) was added 4N HCl in 1,4-dioxane (0.2 mL). The mixture was stirred at 50° C. for 2 h before it was concentrated and triturated with ether to afford 13 mg of (R)-2-((4-(5-(3-cyano-4-isopropoxyphenyl)-1,3,4-thiadiazol-2-yl)-2,3-dihydro-1H-inden-1-yl)amino)acetic acid as yellow-green solid. LCMS-ESI (m/z)... Reactants: C#CCBr, CN(C)C=O, O=c1[nH]c2cc(-n3nc4c([n+]3[O-])CCCC4)c(F)cc2s1, [H-], [Na+], O. Product: C#CCn1c(=O)sc2cc(F)c(-n3nc4c([n+]3[O-])CCCC4)cc21. As a reaction SMILES: [CH2:24]([C:25]#[CH:26])[Br:27].[CH3:29][N:30]([CH3:31])[CH:32]=[O:33].[F:3][c:4]1[cH:5][c:6]2[c:7]([nH:8][c:9](=[O:11])[s:10]2)[cH:12][c:13]1-[n:14]1[n:15][c:16]2[c:17]([n+:18]1[O-:19])[CH2:20][CH2:21][CH2:22][CH2:23]2.[H-:1].[Na+:2].[OH2:28]>>[F:3][c:4]1[cH:5][c:6]2[c:7]([n:8]([CH2:26][C:25]#[CH:24])[c:9](=[O:11])[s:10]2)[cH:12][c:13]1-[n:14]1[n:15][c:16]2[c:17]([n+:18]1[O-:19])[CH2:20][CH2:21][CH2:22][CH2:23]2.